From a dataset of the Open Reaction Database (ORD), a public repository of structured organic reaction records. describe an organic reaction: reactants, conditions, products, and yield The reactants are O=C1CCC(=O)N1Br, C1CCOC1, COC(=O)Cc1cn2c(n1)-c1ccccc1Nc1ncccc1-2. Product: COC(=O)Cc1nc2n(c1Br)-c1cccnc1Nc1ccccc1-2. Reaction SMILES: [Br:24][N:25]1[C:26](=[O:27])[CH2:28][CH2:29][C:30]1=[O:31].[CH2:32]1[O:33][CH2:34][CH2:35][CH2:36]1.[n:1]1[c:2]([CH2:19][C:20](=[O:21])[O:22][CH3:23])[cH:3][n:4]2[c:10]1-[c:9]1[c:8]([cH:14][cH:13][cH:12][cH:11]1)[NH:7][c:6]1[c:5]-2[cH:18][cH:17][cH:16][n:15]1>>[n:1]1[c:2]([CH2:19][C:20](=[O:21])[O:22][CH3:23])[c:3]([Br:24])[n:4]2[c:10]1-[c:9]1[c:8]([cH:14][cH:13][cH:12][cH:11]1)[NH:7][c:6]1[c:5]-2[cH:18][cH:17][cH:16][n:15]1. Reactants: C(C(=C)C)(=O)OCC1CO1 (glycidyl methacrylate), OC[C@H](O)[C@@H](O)[C@H](O)[C@H](O)CO.C1CO1 (sorbitol ethylene oxide), [OH-].[Na+] (sodium hydroxide). Conditions: temperature 90 celsius, time 2 hour. Yields the product OC[C@H](O)[C@@H](O)[C@H](O)[C@H](O)CO.C1CO1 (sorbitol ethylene oxide), OC[C@H](O)[C@@H](O)[C@H](O)[C@H](O)CO (sorbitol). As a reaction SMILES: [OH:1][CH2:2][C@@H:3]([C@H:5]([C@@H:7]([C@@H:9]([CH2:11][OH:12])[OH:10])[OH:8])[OH:6])[OH:4].[CH2:13]1[O:15][CH2:14]1.[OH-].[Na+].C(OCC1OC1)(=O)C(C)=C>>[OH:12][CH2:11][C@@H:9]([C@H:7]([C@@H:5]([C@@H:3]([CH2:2][OH:1])[OH:4])[OH:6])[OH:8])[OH:10].[CH2:14]1[O:15][CH2:13]1.[OH:12][CH2:11][C@@H:9]([C@H:7]([C@@H:5]([C@@H:3]([CH2:2][OH:1])[OH:4])[OH:6])[OH:8])[OH:10] |f:0.1,2.3,5.6|. Procedure: A glass-made reaction apparatus equipped with a thermometer, stirrer, dropping device, nitrogen/air inlet tube and reflux condenser was charged with 300 parts of a sorbitol-ethylene oxide adduct (compound obtained by addition of 10 moles, on average, of ethylene oxide to hydroxyl groups of sorbitol) and 0.08 part of sodium hydroxide, and the temperature was raised to 90° C. in a nitrogen atmosphere. While the reaction system was maintained at 90° C., 22.9 parts of glycidyl methacrylate was added... Procedure details: The title compound was prepared according to the procedure described in Example 4, Step 2, starting from 2-chloro-3-(2-phenoxyethoxy)pyrazine (150 mg, 0.60 mmol; from Example 1, Step 1) and 3-aminopyrrolidine (270 mg, 3.13 mmol) with the exception that a final extraction step between EtOAc and 5% aqueous NaOH was carried out. This gave 121 mg (67%) of the title product. Anal. (C16H19N4O2) C, H; N: calcd, 18.65; found, 18.0. RXN SMILES: Cl[C:2]1[C:7]([O:8][CH2:9][CH2:10][O:11][C:12]2[CH:17]=[CH:16][CH:15]=[CH:14][CH:13]=2)=[N:6][CH:5]=[CH:4][N:3]=1.[NH2:18][CH:19]1[CH2:23][CH2:22][NH:21][CH2:20]1>>[NH2:18][CH:19]1[CH2:23][CH2:22][N:21]([C:2]2[C:7]([O:8][CH2:9][CH2:10][O:11][C:12]3[CH:17]=[CH:16][CH:15]=[CH:14][CH:13]=3)=[N:6][CH:5]=[CH:4][N:3]=2)[CH2:20]1. Yields the product NC1CN(CC1)C=1C(=NC=CN1)OCCOC1=CC=CC=C1 (2-(Phenoxy)ethyl 3-(3-amino-1-pyrrolidinyl)-2-pyrazinyl ether). Starting materials: ClC1=NC=CN=C1OCCOC1=CC=CC=C1 (2-chloro-3-(2-phenoxyethoxy)pyrazine), NC1CNCC1 (3-aminopyrrolidine). Starting materials: [H-].[Na+] (sodium hydride), C1CCOC1 (THF), N1CCCC1 (pyrrolidine), COC=1C=CC2=C(SC(=C2C(=O)C2=CC=C(C=C2)OCCCl)C2CCCCC2)C1 ((6-methoxy-2-cyclohexylbenzo[b]thien-3-yl)[4-(2 -chloroethoxy)phenyl]methanone). Run in O (Water). Conditions: time 1 hour. Yields the product COC=1C=CC2=C(SC(=C2C(=O)C2=CC=C(C=C2)OCCN2CCCC2)C2CCCCC2)C1 ((6-methoxy-2-cyclohexylbenzo[b]thien-3-yl)[4-[2-(1-pyrrolidinyl)ethoxy)phenyl]methanone). Reaction SMILES: [H-].[Na+].C1COCC1.[NH:8]1[CH2:12][CH2:11][CH2:10][CH2:9]1.[CH3:13][O:14][C:15]1[CH:16]=[CH:17][C:18]2[C:22]([C:23]([C:25]3[CH:30]=[CH:29][C:28]([O:31][CH2:32][CH2:33]Cl)=[CH:27][CH:26]=3)=[O:24])=[C:21]([CH:35]3[CH2:40][CH2:39][CH2:38][CH2:37][CH2:36]3)[S:20][C:19]=2[CH:41]=1>O>[CH3:13][O:14][C:15]1[CH:16]=[CH:17][C:18]2[C:22]([C:23]([C:25]3[CH:30]=[CH:29][C:28]([O:31][CH2:32][CH2:33][N:8]4[CH2:12][CH2:11][CH2:10][CH2:9]4)=[CH:27][CH:26]=3)=[O:24])=[C:21]([CH:35]3[CH2:40][CH2:39][CH2:38][CH2:37][CH2:36]3)[S:20][C:19]=2[CH:41]=1 |f:0.1|. Reported procedure: 49 mg of sodium hydride is added to a THF solution of 0.2 mL of pyrrolidine, and this mixture is agitated for one hour at room temperature. To this is added 54 mg of (6-methoxy-2-cyclohexylbenzo[b]thien-3-yl)[4-(2 -chloroethoxy)phenyl]methanone, and this mixture is heated and refluxed for ten hours. Water is added and extracted with ethyl acetate, and this extract is refined by TLC (developing solvent was chloroform:methanol=19:1), which gives 12 mg of (6-methoxy-2-cyclohexylbenzo[b]thien-3-yl)[... The reactants are product, ClC(=O)OCC1=CC=C(C=C1)[N+](=O)[O-] (4-nitrobenzyl chloroformate), CCN(C(C)C)C(C)C (Hunig's base), C(Cl)Cl (methylene chloride), O1CCCC1 (tetrahydrofuran), C(C)(=O)OCC.CCCCCC (ethyl acetate hexane). Product: [N+](=O)([O-])C1=CC=C(C=C1)COC(N(C[C@@H]1OC[C@@H](C1)O)CC)=O (cis-(±)-Ethyl-[(tetrahydro-4-hydroxy-2-furanyl)methyl]carbamic acid (4-nitrophenyl]methyl ester). Reaction SMILES: Cl[C:2]([O:4][CH2:5][C:6]1[CH:11]=[CH:10][C:9]([N+:12]([O-:14])=[O:13])=[CH:8][CH:7]=1)=[O:3].CC[N:17]([CH:21]([CH3:23])C)[CH:18]([CH3:20])C.C(Cl)Cl.[O:27]1C[CH2:30][CH2:29][CH2:28]1.C(OCC)(=[O:34])C.CCCCCC>>[N+:12]([C:9]1[CH:10]=[CH:11][C:6]([CH2:5][O:4][C:2](=[O:3])[N:17]([CH2:18][CH3:20])[CH2:21][C@H:23]2[CH2:30][C@@H:29]([OH:34])[CH2:28][O:27]2)=[CH:7][CH:8]=1)([O-:14])=[O:13] |f:4.5|. Reported procedure: The title compound is prepared by the procedure of Example 124 using 4.6 g of product from Example 130, 4.73 g of 4-nitrobenzyl chloroformate, 2.7 ml of Hunig's base, 25 ml of methylene chloride and 7 ml of tetrahydrofuran to give 2.035 g of the desired product after chromatography (silica gel: 75% ethyl acetate/hexane). Starting materials: CC(NC(=O)OC(C)(C)C)c1cnc(Cl)cc1I, CC#N, CC1(C)OB(c2cccc3cc(-c4nc(NCCN5CCNC5=O)ncc4F)sc23)OC1(C)C, [Na+], O=C([O-])O, O, [Pd]. The product is CC(NC(=O)OC(C)(C)C)c1cnc(Cl)cc1-c1cccc2cc(-c3nc(NCCN4CCNC4=O)ncc3F)sc12. Reaction SMILES: [C:1]([CH3:2])([CH3:3])([CH3:4])[O:5][C:6]([NH:7][CH:8]([CH3:9])[c:10]1[cH:11][n:12][c:13]([Cl:17])[cH:14][c:15]1[I:16])=[O:18].[CH3:58][C:59]#[N:60].[F:19][c:20]1[c:21](-[c:35]2[cH:36][c:37]3[c:38]([s:39]2)[c:40]([B:44]2[O:45][C:46]([CH3:47])([CH3:48])[C:49]([CH3:50])([CH3:51])[O:52]2)[cH:41][cH:42][cH:43]3)[n:22][c:23]([NH:26][CH2:27][CH2:28][N:29]2[C:30](=[O:34])[NH:31][CH2:32][CH2:33]2)[n:24][cH:25]1.[Na+:57].[O-:53][C:54]([OH:55])=[O:56].[OH2:61].[Pd:62]>>[C:1]([CH3:2])([CH3:3])([CH3:4])[O:5][C:6]([NH:7][CH:8]([CH3:9])[c:10]1[cH:11][n:12][c:13]([Cl:17])[cH:14][c:15]1-[c:40]1[c:38]2[c:37]([cH:36][c:35](-[c:21]3[c:20]([F:19])[cH:25][n:24][c:23]([NH:26][CH2:27][CH2:28][N:29]4[C:30](=[O:34])[NH:31][CH2:32][CH2:33]4)[n:22]3)[s:39]2)[cH:43][cH:42][cH:41]1)=[O:18]. Yields the product N#CC(C#N)(CCC(F)(F)F)Cc1cccc(Cl)n1. Starting materials: Clc1cccc(CBr)n1, O=C([O-])[O-], CN(C)C=O, N#CC(C#N)CCC(F)(F)F, [K+], [K+]. RXN SMILES: [Br:18][CH2:19][c:20]1[n:21][c:22]([Cl:26])[cH:23][cH:24][cH:25]1.[C:12](=[O:13])([O-:14])[O-:15].[CH3:27][N:28]([CH3:29])[CH:30]=[O:31].[F:1][C:2]([CH2:3][CH2:4][CH:5]([C:6]#[N:7])[C:8]#[N:9])([F:10])[F:11].[K+:16].[K+:17]>>[F:1][C:2]([CH2:3][CH2:4][C:5]([C:6]#[N:7])([C:8]#[N:9])[CH2:19][c:20]1[n:21][c:22]([Cl:26])[cH:23][cH:24][cH:25]1)([F:10])[F:11].